This data is from the Open Reaction Database (ORD), a public repository of structured organic reaction records. The task is: describe an organic reaction: reactants, conditions, products, and yield Reactants: CCCCCCC.C(C)(=O)OCC (heptane ethyl acetate), C1(=CC=CC=C1)OC (Anisole), C1(=CC=CC=C1)C1=CCCCC1 (1-Phenyl-1-cyclohexene), AuCl3, CCCCCCC.C(C)(=O)OCC (heptane ethyl acetate). Reagents/catalysts: C(F)(F)(F)S(=O)(=O)[O-].[Ag+] (AgOTf). The solvent is ClCCl (dichloromethane). Reaction conditions: time 8 hour. Yields the product COC1=CC=C(C=C1)C1(CCCCC1)C1=CC=CC=C1 (1-Methoxy-4-(1-phenyl-cyclohexyl)-benzene). As a reaction SMILES: [C:1]1([O:7][CH3:8])[CH:6]=[CH:5][CH:4]=[CH:3][CH:2]=1.[C:9]1([C:15]2[CH2:20][CH2:19][CH2:18][CH2:17][CH:16]=2)[CH:14]=[CH:13][CH:12]=[CH:11][CH:10]=1.CCCCCCC.C(OCC)(=O)C>ClCCl.C(S([O-])(=O)=O)(F)(F)F.[Ag+]>[CH3:8][O:7][C:1]1[CH:6]=[CH:5][C:4]([C:15]2([C:9]3[CH:10]=[CH:11][CH:12]=[CH:13][CH:14]=3)[CH2:16][CH2:17][CH2:18][CH2:19][CH2:20]2)=[CH:3][CH:2]=1 |f:2.3,5.6|. Reported procedure: A mixture of AuCl3 (7.6 mg, 0.025 mmol) and AgOTf (19.3 mg, 0.075 mmol) was stirred in dichloromethane (2 mL) for 30 min. Anisole (54 mg, 0.5 mmol) and 1-Phenyl-1-cyclohexene (158 mg, 1 mmol) were then added sequentially. The resulting mixture was stirred at room temperature overnight. Evaporation of the solvent under reduced pressure gave 130 mg of crude material. Flash chromatography (heptane:ethyl acetate 95:5) afforded 90 mg of a as a colorless oil. Rf=0.33 (heptane:ethyl acetate 95:5). 1H-N... The reactants are [Cl-].[Al+3].[Cl-].[Cl-] (aluminum chloride), C(C)(=O)Cl (acetyl chloride), NC=1C(=CC=CC1)C (o-toluidine), N1=CC=CC=C1 (pyridine), CS(=O)(=O)Cl (methanesulfonyl chloride), Cl (HCl). Solvent: C1(=CC=CC=C1)C (toluene), ClCCl (dichloromethane). Conditions: time 1 hour. Product: C(C)(=O)C1=CC(=C(C=C1)NS(=O)(=O)C)C (N-(4-Acetyl-2-methylphenyl)methanesulfonamide). Isolated yield 89.3%. As a reaction SMILES: [NH2:1][C:2]1[C:3]([CH3:8])=[CH:4][CH:5]=[CH:6][CH:7]=1.N1C=CC=CC=1.[CH3:15][S:16](Cl)(=[O:18])=[O:17].[Cl-].[Al+3].[Cl-].[Cl-].[C:24](Cl)(=[O:26])[CH3:25].Cl>ClCCl.C1(C)C=CC=CC=1>[C:24]([C:5]1[CH:6]=[CH:7][C:2]([NH:1][S:16]([CH3:15])(=[O:18])=[O:17])=[C:3]([CH3:8])[CH:4]=1)(=[O:26])[CH3:25] |f:3.4.5.6|. Procedure details: To a solution of o-toluidine (10.7 ml, 100 mmol) and pyridine (8.49 ml, 105 mmol) in dichloromethane (20 mL) was added methanesulfonyl chloride (7.74 ml, 100 mmol) dropwise over 15 minutes at 0° C. The reaction mixture was stirred at room temperature for 1 hour. After cooling to 0° C., aluminum chloride (33.3 g, 250 mmol) was added carefully to the reaction mixture. Then acetyl chloride (10.7 ml, 150 mmol) was added dropwise over 20 minutes at 5-20° C. The reaction mixture was stirred at room te... Starting materials: sesquihydrate, S(O)(O)(=O)=O (sulphuric acid), CC(=O)C1=CC(=C(C=C1)Cl)Cl (3,4-dichloroacetophenone), C(C)(C)[N-]C(C)C.[Li+] (lithium diisopropylamide), solution, C(C)(C)NC(C)C (diisopropylamine), C(CCC)[Li] (n-butyl-lithium), FC(C(=O)C(F)(F)F)(F)F (hexafluoroacetone). Solvent: O1CCCC1 (tetrahydrofuran), CCCCCC (hexane), O1CCCC1 (tetrahydrofuran). Run at temperature -78 celsius, time 30 minute. Yields the product ClC=1C=C(C=CC1Cl)C(CC(C(F)(F)F)(C(F)(F)F)O)=O (1-(3,4-dichlorophenyl)-4,4,4-trifluoro-3-hydroxy-3-trifluoromethylbutan-1-one). RXN SMILES: [CH3:1][C:2]([C:4]1[CH:9]=[CH:8][C:7]([Cl:10])=[C:6]([Cl:11])[CH:5]=1)=[O:3].C([N-]C(C)C)(C)C.[Li+].C([Li])CCC.C(NC(C)C)(C)C.[F:32][C:33]([F:41])([F:40])[C:34]([C:36]([F:39])([F:38])[F:37])=[O:35].S(=O)(=O)(O)O>CCCCCC.O1CCCC1>[Cl:11][C:6]1[CH:5]=[C:4]([C:2](=[O:3])[CH2:1][C:34]([OH:35])([C:36]([F:39])([F:38])[F:37])[C:33]([F:41])([F:40])[F:32])[CH:9]=[CH:8][C:7]=1[Cl:10] |f:1.2|. Procedure details: A solution of 3,4-dichloroacetophenone (5.0 g.)in tetrahydrofuran (50 ml.) was added dropwise to a stirred solution of lithium diisopropylamide (prepared from n-butyl-lithium [19.8 ml. of a 1.6 molar solution in hexane] and diisopropylamine (4.3 ml.) in tetrahydrofuran (200 ml.) during 10 minutes at 0° C.) which was cooled to -78° C., and the mixture was stirred at -78° C. for 30 minutes and then at -50° C. for 45 minutes, and then recooled to -78° C. Anhydrous hexafluoroacetone (10 ml., generat... The reactants are BrC1=NC(=CC=C1C)C#N (2-bromo-6-cyano-3-methylpyridine), C(C1=CC=CC=C1)O (benzyl alcohol), [H-].[Na+] (sodium hydride). The solvent is C(C)(=O)OCC (ethyl acetate), O1CCCC1 (tetrahydrofuran). The product is C(C1=CC=CC=C1)OC1=NC(=CC=C1C)C#N (2-benzyloxy-6-cyano-3-methylpyridine). Isolated yield 52.0%. Reaction SMILES: Br[C:2]1[C:7]([CH3:8])=[CH:6][CH:5]=[C:4]([C:9]#[N:10])[N:3]=1.[CH2:11]([OH:18])[C:12]1[CH:17]=[CH:16][CH:15]=[CH:14][CH:13]=1.[H-].[Na+]>O1CCCC1.C(OCC)(=O)C>[CH2:11]([O:18][C:2]1[C:7]([CH3:8])=[CH:6][CH:5]=[C:4]([C:9]#[N:10])[N:3]=1)[C:12]1[CH:17]=[CH:16][CH:15]=[CH:14][CH:13]=1 |f:2.3|. Reported procedure: To a solution of 2-bromo-6-cyano-3-methylpyridine (272 mg) and benzyl alcohol (156 mg) in tetrahydrofuran (20 mL) was added sodium hydride (40 mg), and the mixture was heated under reflux for one hour. The reaction mixture was cooled to room temperature, diluted with ethyl acetate, washed successively with saturated aqueous sodium bicarbonate and saturated brine, and dried over anhydrous sodium sulfate. After removal of the sodium sulfate by filtration, the organic solvent was evaporated off in ... Reactants: C(C)(C)(C)C1=CC=C(CC2CCCC(C2=O)C(C(OC)OC)=O)C=C1 (6-(4-t-Butylbenzyl)-2-(2,2-dimethoxy-1-oxoethyl)cyclohexanone), O.NN (Hydrazine monohydrate), CP 111, CC(=O)[O-].[Na+] (NaOAc). Run in CO (MeOH), CCOCC (Et2O). Run at temperature 0 celsius, time 8 hour. Product: C(C)(C)(C)C1=CC=C(CC2CCCC=3C(=NNC23)C(OC)OC)C=C1 (7-(4-t-butylbenzyl)-3-(dimethoxymethyl)-4,5,6,7-tetrahydro-1H-indazole). The yield is 97.0%. Reaction SMILES: [C:1]([C:5]1[CH:25]=[CH:24][C:8]([CH2:9][CH:10]2[C:15](=O)[CH:14]([C:17](=O)[CH:18]([O:21][CH3:22])[O:19][CH3:20])[CH2:13][CH2:12][CH2:11]2)=[CH:7][CH:6]=1)([CH3:4])([CH3:3])[CH3:2].CC([O-])=O.[Na+].O.[NH2:32][NH2:33]>CO.CCOCC>[C:1]([C:5]1[CH:25]=[CH:24][C:8]([CH2:9][CH:10]2[C:15]3[NH:33][N:32]=[C:17]([CH:18]([O:21][CH3:22])[O:19][CH3:20])[C:14]=3[CH2:13][CH2:12][CH2:11]2)=[CH:7][CH:6]=1)([CH3:4])([CH3:3])[CH3:2] |f:1.2,3.4|. Reported procedure: 6-(4-t-Butylbenzyl)-2-(2,2-dimethoxy-1-oxoethyl)cyclohexanone (CP 111, U.S. Pat. No. 5,134,155, 43.5 mmol, 15.1 g) and 4.10 g (50.0 mmol) of NaOAc were dissolved in 200 mL of MeOH and cooled to 0° C. under N2. Hydrazine monohydrate (47.9 mmol, 1.53 g) was added dropwise and the solution was allowed to warm slowly to room temperature and stir overnight. The solution was refluxed for 3 h, cooled, and diluted with 300 mL of Et2O. The organic solution was washed with water, saturated NaHCO3, and bri... Starting materials: C(C)NC(=O)C1C(C(C(C1)N1N=NC2=C1N=C(N=C2NC2C(C2)C2=CC=CC=C2)SCCC)O)O (N-Ethyl-2,3-dihydroxy-4-[7-[(2-phenylcyclopropyl)amino]-5-(propylthio)-3H-1,2,3-triazolo[4,5-d]pyrimidin-3-yl]-cyclopentanecarboxamide), C(C)OCCCN (3-ethoxypropylamine). The product is C(C)OCCCNC(=O)C1C(C(C(C1)N1N=NC2=C1N=C(N=C2NC2C(C2)C2=CC=CC=C2)SCCC)O)O (N-(3-Ethoxypropyl)-2,3-dihydroxy-4-[7-[(2-phenylcyclopropyl)amino]-5-(propylthio)-3H-1,2,3-triazolo[4,5-d]pyrimidin-3-yl]-cyclopentanecarboxamide). RXN SMILES: [CH2:1]([NH:3][C:4]([CH:6]1[CH2:10][CH:9]([N:11]2[C:15]3[N:16]=[C:17]([S:30][CH2:31][CH2:32][CH3:33])[N:18]=[C:19]([NH:20][CH:21]4[CH2:23][CH:22]4[C:24]4[CH:29]=[CH:28][CH:27]=[CH:26][CH:25]=4)[C:14]=3[N:13]=[N:12]2)[CH:8]([OH:34])[CH:7]1[OH:35])=[O:5])[CH3:2].[CH2:36]([O:38][CH2:39]CCN)[CH3:37]>>[CH2:36]([O:38][CH2:39][CH2:2][CH2:1][NH:3][C:4]([CH:6]1[CH2:10][CH:9]([N:11]2[C:15]3[N:16]=[C:17]([S:30][CH2:31][CH2:32][CH3:33])[N:18]=[C:19]([NH:20][CH:21]4[CH2:23][CH:22]4[C:24]4[CH:25]=[CH:26][CH:27]=[CH:28][CH:29]=4)[C:14]=3[N:13]=[N:12]2)[CH:8]([OH:34])[CH:7]1[OH:35])=[O:5])[CH3:37]. Procedure: The subtitle compound was prepared according to the method of example 39, step a) using the product of example 1, step c) and 3-ethoxypropylamine. Reactants: C1CCCCC1, CCOC(C)=O, Cc1cc(C)cc(CC(=O)O)c1, CC(C)(C#N)N=NC(C)(C)C#N, O=C1CCC(=O)N1Br. The product is Cc1cc(CBr)cc(CC(=O)O)c1. As a reaction SMILES: [CH2:33]1[CH2:34][CH2:35][CH2:36][CH2:37][CH2:38]1.[CH3:39][CH2:40][O:41][C:42](=[O:43])[CH3:44].[CH3:9][c:10]1[cH:11][c:12]([CH2:17][C:18](=[O:19])[OH:20])[cH:13][c:14]([CH3:16])[cH:15]1.[N:21]#[C:22][C:23]([N:24]=[N:25][C:26]([C:27]#[N:28])([CH3:29])[CH3:30])([CH3:31])[CH3:32].[O:1]=[C:2]1[N:3]([Br:8])[C:4](=[O:5])[CH2:6][CH2:7]1>>[Br:8][CH2:9][c:10]1[cH:11][c:12]([CH2:17][C:18](=[O:19])[OH:20])[cH:13][c:14]([CH3:16])[cH:15]1.